From a dataset of the Open Reaction Database (ORD), a public repository of structured organic reaction records. describe an organic reaction: reactants, conditions, products, and yield Starting materials: CC1CNCCN1, CC(C)(C)[O-], Cc1ccccc1, FC(F)(F)Oc1ccc(Br)cc1, [Na+], CC(=O)[O-], CC(=O)[O-], [Pd+2], c1ccc(P(c2ccccc2)c2ccc3ccccc3c2-c2c(P(c3ccccc3)c3ccccc3)ccc3ccccc23)cc1. The product is CC1CN(c2ccc(OC(F)(F)F)cc2)CCN1. RXN SMILES: [CH3:1][CH:2]1[NH:3][CH2:4][CH2:5][NH:6][CH2:7]1.[CH3:20][C:21]([CH3:22])([O-:23])[CH3:24].[CH3:72][c:73]1[cH:74][cH:75][cH:76][cH:77][cH:78]1.[F:8][C:9]([O:10][c:11]1[cH:12][cH:13][c:14]([Br:17])[cH:15][cH:16]1)([F:18])[F:19].[Na+:25].[O-:80][C:81]([CH3:82])=[O:83].[O-:84][C:85]([CH3:86])=[O:87].[Pd+2:79].[cH:26]1[cH:27][cH:28][c:29]([P:30]([c:31]2[cH:32][cH:33][c:34]3[c:35]([cH:36][cH:37][cH:38][cH:39]3)[c:40]2-[c:41]2[c:42]3[c:43]([cH:44][cH:45][cH:46][cH:47]3)[cH:48][cH:49][c:50]2[P:51]([c:52]2[cH:53][cH:54][cH:55][cH:56][cH:57]2)[c:58]2[cH:59][cH:60][cH:61][cH:62][cH:63]2)[c:64]2[cH:65][cH:66][cH:67][cH:68][cH:69]2)[cH:70][cH:71]1>>[CH3:1][CH:2]1[NH:3][CH2:4][CH2:5][N:6]([c:14]2[cH:13][cH:12][c:11]([O:10][C:9]([F:8])([F:18])[F:19])[cH:16][cH:15]2)[CH2:7]1. Starting materials: C1(=CC=CC=C1)S(=O)(=O)[N@@]1C(C1)C(=O)N1CCN(CC1)C1=C(C=CC(=C1)C)C (((S)-1-benzenesulfonyl-aziridin-2-yl)-[4-(2,5-dimethyl-phenyl)-piperazin-1-yl]-methanone), [I-].[Na+] (sodium iodide), BrCCCN=C=O (3-bromopropylisocyanate). The product is C1(=CC=CC=C1)S(=O)(=O)N1C(N([C@@H](C1)C(=O)N1CCN(CC1)C1=C(C=CC(=C1)C)C)CCCI)=O ((S)-1-Benzenesulfonyl-4-[4-(2,5-dimethyl-phenyl)-piperazine-1-carbonyl]-3-(3-iodo-propyl)-imidazolidin-2-one). As a reaction SMILES: [C:1]1([S:7]([N@:10]2[CH2:12][CH:11]2[C:13]([N:15]2[CH2:20][CH2:19][N:18]([C:21]3[CH:26]=[C:25]([CH3:27])[CH:24]=[CH:23][C:22]=3[CH3:28])[CH2:17][CH2:16]2)=[O:14])(=[O:9])=[O:8])[CH:6]=[CH:5][CH:4]=[CH:3][CH:2]=1.[I-:29].[Na+].Br[CH2:32][CH2:33][CH2:34][N:35]=[C:36]=[O:37]>>[C:1]1([S:7]([N:10]2[CH2:12][C@@H:11]([C:13]([N:15]3[CH2:16][CH2:17][N:18]([C:21]4[CH:26]=[C:25]([CH3:27])[CH:24]=[CH:23][C:22]=4[CH3:28])[CH2:19][CH2:20]3)=[O:14])[N:35]([CH2:34][CH2:33][CH2:32][I:29])[C:36]2=[O:37])(=[O:9])=[O:8])[CH:6]=[CH:5][CH:4]=[CH:3][CH:2]=1 |f:1.2|. Reported procedure: In analogy to example 2, ((S)-1-benzenesulfonyl-aziridin-2-yl)-[4-(2,5-dimethyl-phenyl)-piperazin-1-yl]-methanone (example 21, step 3) was reacted with sodium iodide and 3-bromopropylisocyanate to give the title compound as a light yellow foam. MS: 610.6 ([M+H]+) Starting materials: CC(=O)O, CCO, CC(C)Oc1ccc(-c2nc(-c3cccc4c(C=O)c[nH]c34)no2)cc1Cl, Cl, [K+], [K+], CCOC(=O)CN, [Na+], O=C([O-])[O-], [OH-]. Product: CCOC(=O)CNCc1c[nH]c2c(-c3noc(-c4ccc(OC(C)C)c(Cl)c4)n3)cccc12. Reaction SMILES: [C:47]([OH:48])(=[O:49])[CH3:50].[CH3:44][CH2:45][OH:46].[Cl:1][c:2]1[cH:3][c:4](-[c:12]2[n:13][c:14](-[c:17]3[cH:18][cH:19][cH:20][c:21]4[c:22]([CH:26]=[O:27])[cH:23][nH:24][c:25]34)[n:15][o:16]2)[cH:5][cH:6][c:7]1[O:8][CH:9]([CH3:10])[CH3:11].[ClH:28].[K+:38].[K+:39].[NH2:29][CH2:30][C:31](=[O:32])[O:33][CH2:34][CH3:35].[Na+:37].[O-:40][C:41]([O-:42])=[O:43].[OH-:36]>>[Cl:1][c:2]1[cH:3][c:4](-[c:12]2[n:13][c:14](-[c:17]3[cH:18][cH:19][cH:20][c:21]4[c:22]([CH2:26][NH:29][CH2:30][C:31](=[O:32])[O:33][CH2:34][CH3:35])[cH:23][nH:24][c:25]34)[n:15][o:16]2)[cH:5][cH:6][c:7]1[O:8][CH:9]([CH3:10])[CH3:11]. Reactants: CCCCCCCCc1cnc(-c2ccc(O)cc2)nc1, ClCCl, CN(C)c1ccccn1, O=C(O)c1ccc(OCCCCCCC2CC2)c(F)c1F, C(=NC1CCCCC1)=NC1CCCCC1. Product: O=C(O)c1ccc(OCCCCCCCCC2CC2)c(F)c1F. RXN SMILES: [CH2:46]([c:47]1[cH:48][n:49][c:50](-[c:51]2[cH:52][cH:53][c:54]([OH:55])[cH:56][cH:57]2)[n:58][cH:59]1)[CH2:60][CH2:61][CH2:62][CH2:63][CH2:64][CH2:65][CH3:66].[CH2:67]([Cl:68])[Cl:69].[CH3:37][N:38]([c:39]1[cH:40][cH:41][cH:42][cH:43][n:44]1)[CH3:45].[CH:1]1([CH2:4][CH2:5][CH2:6][CH2:7][CH2:8][CH2:9][O:10][c:11]2[c:12]([F:21])[c:13]([F:20])[c:14]([C:15](=[O:16])[OH:17])[cH:18][cH:19]2)[CH2:2][CH2:3]1.[CH:22]1([N:24]=[C:25]=[N:26][CH:27]2[CH2:28][CH2:29][CH2:30][CH2:31][CH2:32]2)[CH2:23][CH2:36][CH2:35][CH2:34][CH2:33]1>>[CH2:1]([CH2:3][CH:2]1[CH2:22][CH2:23]1)[CH2:4][CH2:5][CH2:6][CH2:7][CH2:8][CH2:9][O:10][c:11]1[c:12]([F:21])[c:13]([F:20])[c:14]([C:15](=[O:16])[OH:17])[cH:18][cH:19]1. Starting materials: O=C1NC2=CC=C(C=C2C(N1CCC)=O)C(=O)C1=NC(=C2N1C=CC=C2)C=2C=C(C(=O)N\C(\CO)=N\[H])C=CC2 (3-{3-[(2,4-dioxo-3-propyl-1,2,3,4-tetrahydroquinazolin-6-yl)carbonyl]imidazo[1,5-a]pyridin-1-yl}-N-[(1E)-hydroxyethanimidoyl]benzamide). The solvent is CN(C)C=O (DMF), CCOCC (ether). Yields the product CC1=NOC(=N1)C=1C=C(C=CC1)C=1N=C(N2C1C=CC=C2)C(=O)C=2C=C1C(N(C(NC1=CC2)=O)CCC)=O (6-({1-[3-(3-Methyl-1,2,4-oxadiazol-5-yl)-phenyl]imidazo[1,5-a]pyridin-3-yl}carbonyl)-3-propylquinazoline-2,4(1H,3H)-dione). Isolated yield 86.2%. Reaction SMILES: [O:1]=[C:2]1[N:11]([CH2:12][CH2:13][CH3:14])[C:10](=[O:15])[C:9]2[C:4](=[CH:5][CH:6]=[C:7]([C:16]([C:18]3[N:22]4[CH:23]=[CH:24][CH:25]=[CH:26][C:21]4=[C:20]([C:27]4[CH:28]=[C:29]([CH:38]=[CH:39][CH:40]=4)[C:30]([NH:32]/[C:33](=[N:36]/[H])/[CH2:34]O)=[O:31])[N:19]=3)=[O:17])[CH:8]=2)[NH:3]1>CN(C=O)C.CCOCC>[CH3:34][C:33]1[N:32]=[C:30]([C:29]2[CH:28]=[C:27]([C:20]3[N:19]=[C:18]([C:16]([C:7]4[CH:8]=[C:9]5[C:4](=[CH:5][CH:6]=4)[NH:3][C:2](=[O:1])[N:11]([CH2:12][CH2:13][CH3:14])[C:10]5=[O:15])=[O:17])[N:22]4[CH:23]=[CH:24][CH:25]=[CH:26][C:21]=34)[CH:40]=[CH:39][CH:38]=2)[O:31][N:36]=1. Reported procedure: A solution of 0.1 g (0.19 mmol) of 3-{3-[(2,4-dioxo-3-propyl-1,2,3,4-tetrahydroquinazolin-6-yl)carbonyl]imidazo[1,5-a]pyridin-1-yl}-N-[(1E)-hydroxyethanimidoyl]benzamide in 3 ml of DMF is heated at 120° C. for 5 hours. The reaction medium is concentrated under reduced pressure. The residue obtained is taken up in dyethyl ether, filtered, and then dried under reduced pressure at 40° C. overnight. 0.083 g of a yellow solid is obtained. The reactants are C(CCCCCCCCCCC)(=O)C1=CC=C(C(C(=O)O)=C1)O (5-dodecanoylsalicylic acid), CC(C)(C)CC(C)(C)C=1C=CC(=CC1)OCCOCC[N+](C)(C)CC=2C=CC=CC2.C([O-])([O-])=O (benzethonium carbonate). The solvent is C(C)O (ethanol), CO (methanol). Run at time 1 hour. The product is CC(C)(C)CC(C)(C)C=1C=CC(=CC1)OCCOCC[N+](C)(C)CC=2C=CC=CC2.C(CCCCCCCCCCC)(=O)C1=CC=C(C(C(=O)[O-])=C1)O (benzethonium 5-dodecanoylsalicylate). Isolated yield 192.1%. As a reaction SMILES: [C:1]([C:14]1[CH:22]=[C:18]([C:19]([OH:21])=[O:20])[C:17]([OH:23])=[CH:16][CH:15]=1)(=[O:13])[CH2:2][CH2:3][CH2:4][CH2:5][CH2:6][CH2:7][CH2:8][CH2:9][CH2:10][CH2:11][CH3:12].[CH3:24][C:25]([CH2:28][C:29]([C:32]1[CH:33]=[CH:34][C:35]([O:38][CH2:39][CH2:40][O:41][CH2:42][CH2:43][N+:44]([CH2:47][C:48]2[CH:49]=[CH:50][CH:51]=[CH:52][CH:53]=2)([CH3:46])[CH3:45])=[CH:36][CH:37]=1)([CH3:31])[CH3:30])([CH3:27])[CH3:26].C(=O)([O-])[O-]>C(O)C.CO>[CH3:27][C:25]([CH2:28][C:29]([C:32]1[CH:33]=[CH:34][C:35]([O:38][CH2:39][CH2:40][O:41][CH2:42][CH2:43][N+:44]([CH2:47][C:48]2[CH:49]=[CH:50][CH:51]=[CH:52][CH:53]=2)([CH3:45])[CH3:46])=[CH:36][CH:37]=1)([CH3:30])[CH3:31])([CH3:24])[CH3:26].[C:1]([C:14]1[CH:22]=[C:18]([C:19]([O-:21])=[O:20])[C:17]([OH:23])=[CH:16][CH:15]=1)(=[O:13])[CH2:2][CH2:3][CH2:4][CH2:5][CH2:6][CH2:7][CH2:8][CH2:9][CH2:10][CH2:11][CH3:12] |f:1.2,5.6|. Procedure: 2 g (6.4 mmol) of 5-dodecanoylsalicylic acid, dissolved beforehand in 100 ml of ethanol, are added to a solution of 2.82 g (3.2 mmol) of benzethonium carbonate dissolved in 100 ml of methanol; the mixture is stirred for 1 hour at room temperature, the solution is then filtered and the filtrate is evaporated to dryness to give 4.5 g (97% yield) of benzethonium 5-dodecanoylsalicylate. Starting materials: NO (hydroxylamine), C(=O)C=1OC=C(N1)C(=O)OCC (ethyl 2-formyloxazole-4-carboxylate), C(CC)P1(OP(OP(O1)(=O)CCC)(=O)CCC)=O (T3P). Run in CN(C)C=O (DMF), CO (methanol). Reaction conditions: time 3 hour. Yields the product C(#N)C=1OC=C(N1)C(=O)OCC (ethyl 2-cyanooxazole-4-carboxylate). Yield: 53.3%. RXN SMILES: [CH:1]([C:3]1[O:4][CH:5]=[C:6]([C:8]([O:10][CH2:11][CH3:12])=[O:9])[N:7]=1)=O.[NH2:13]O.C(P1(=O)OP(CCC)(=O)OP(CCC)(=O)O1)CC>CO.CN(C=O)C>[C:1]([C:3]1[O:4][CH:5]=[C:6]([C:8]([O:10][CH2:11][CH3:12])=[O:9])[N:7]=1)#[N:13]. Reported procedure: A solution of ethyl 2-formyloxazole-4-carboxylate (650 mg, 3.84 mmol) in methanol (25 mL) was cooled to 0° C. and 50% aqueous hydroxylamine (0.22 mL, 7.68 mmol) was added dropwise. The reaction mixture was stirred at room temperature for 3 h. Solvent was removed under reduced pressure and the crude product (0.52 g) obtained was dissolved in DMF (20 mL). T3P (3.4 mL, 5.65 mmol; 50% in EtOAc) was added to the reaction mixture and heated to 100° C. for 2 h. The reaction mixture was quenched with sa...